Dataset: the Open Reaction Database (ORD), a public repository of structured organic reaction records. Task: describe an organic reaction: reactants, conditions, products, and yield Reactants: Clc1ccc2scc(CBr)c2c1, Cc1cccc(N2CCNCC2)n1, CN(C)C=O, CC#N, ClCCl. Yields the product Cc1cccc(N2CCN(Cc3csc4ccc(Cl)cc34)CC2)n1. As a reaction SMILES: [Br:1][CH2:2][c:3]1[cH:4][s:5][c:6]2[c:7]1[cH:8][c:9]([Cl:12])[cH:10][cH:11]2.[CH3:13][c:14]1[cH:15][cH:16][cH:17][c:18]([N:20]2[CH2:21][CH2:22][NH:23][CH2:24][CH2:25]2)[n:19]1.[CH3:26][N:27]([CH3:28])[CH:29]=[O:30].[CH3:34][C:35]#[N:36].[Cl:31][CH2:32][Cl:33]>>[CH2:2]([c:3]1[cH:4][s:5][c:6]2[c:7]1[cH:8][c:9]([Cl:12])[cH:10][cH:11]2)[N:23]1[CH2:22][CH2:21][N:20]([c:18]2[cH:17][cH:16][cH:15][c:14]([CH3:13])[n:19]2)[CH2:25][CH2:24]1. The solvent is FC(C(=O)O)(F)F (trifluoroacetic acid). The reactants are BrC1S([C@H]2N(C(=C1CBr)C(=O)OC(C)(C)C)C(C2NC(CC2=CC=CC=C2)=O)=O)=O (t-butyl 2-bromo-3-bromomethyl-7-phenylacetamido-3-cephem-4-carboxylate-1-oxide). RXN SMILES: [Br:1][CH:2]1[C:7]([CH2:8][Br:9])=[C:6]([C:10]([O:12]C(C)(C)C)=[O:11])[N:5]2[C:17](=[O:29])[CH:18]([NH:19][C:20](=[O:28])[CH2:21][C:22]3[CH:27]=[CH:26][CH:25]=[CH:24][CH:23]=3)[C@H:4]2[S:3]1=[O:30]>FC(F)(F)C(O)=O>[Br:1][CH:2]1[C:7]([CH2:8][Br:9])=[C:6]([C:10]([OH:12])=[O:11])[N:5]2[C:17](=[O:29])[CH:18]([NH:19][C:20](=[O:28])[CH2:21][C:22]3[CH:23]=[CH:24][CH:25]=[CH:26][CH:27]=3)[C@H:4]2[S:3]1=[O:30]. Reported procedure: A solution of 5.6 g of t-butyl 2-bromo-3-bromomethyl-7-phenylacetamido-3-cephem-4-carboxylate-1-oxide in 40 ml of trifluoroacetic acid was stirred for 15 minutes at room temperature and the solvent was removed under vacuo. Ether was added to the residue, whereafter the evaporation to dryness was repeated. After addition of ether, the crystals were collected by filtration to obtain 4.72 g of 2-bromo-3-bromomethyl-7-phenylacetamido-3-cephem-4-carboxylic acid-1-oxide as a slightly yellow solid havi... Yields the product BrC1S([C@H]2N(C(=C1CBr)C(=O)O)C(C2NC(CC2=CC=CC=C2)=O)=O)=O (2-bromo-3-bromomethyl-7-phenylacetamido-3-cephem-4-carboxylic acid-1-oxide). Isolated yield 93.6%. Reactants: COc1cccc2ccccc12, O=S(=O)(O)Cl, ClP(Cl)(Cl)(Cl)Cl, ClCCl. Yields the product COc1ccc(S(=O)(=O)Cl)c2ccccc12. Reaction SMILES: [CH3:1][O:2][c:3]1[cH:4][cH:5][cH:6][c:7]2[cH:8][cH:9][cH:10][cH:11][c:12]12.[Cl:13][S:14](=[O:15])(=[O:16])[OH:17].[Cl:18][P:19]([Cl:20])([Cl:21])([Cl:22])[Cl:23].[Cl:24][CH2:25][Cl:26]>>[CH3:1][O:2][c:3]1[cH:4][cH:5][c:6]([S:14]([Cl:13])(=[O:15])=[O:16])[c:7]2[cH:8][cH:9][cH:10][cH:11][c:12]12. Reactants: C(C)(C)(C)OC(NC=1C=NC=CC1C=O)=O ((4-formyl-pyridin-3-yl)-carbamic acid tert-butyl ester), C(CC(=O)OCC)(=O)OCC (diethyl malonate), N1CCCCC1 (piperidine). Run in C(C)O (ethanol). Run at temperature 23 celsius. Product: C(C)OC(=O)C=1C(NC2=CN=CC=C2C1)=O (2-oxo-1,2-Dihydro-[1,7]naphthyridine-3-carboxylic Acid Ethyl Ester). RXN SMILES: C(O[C:6](=[O:16])[NH:7][C:8]1[CH:9]=[N:10][CH:11]=[CH:12][C:13]=1[CH:14]=O)(C)(C)C.C(OCC)(=O)[CH2:18][C:19]([O:21][CH2:22][CH3:23])=[O:20].N1CCCCC1>C(O)C>[CH2:22]([O:21][C:19]([C:18]1[C:6](=[O:16])[NH:7][C:8]2[C:13]([CH:14]=1)=[CH:12][CH:11]=[N:10][CH:9]=2)=[O:20])[CH3:23]. Procedure details: A solution of 6-2 (2.20 g, 9.90 mmol, 1 equiv), diethyl malonate (3.00 mL, 19.8 mmol, 2.00 equiv), and piperidine (0.490 mL, 4.95 mmol, 0.500 equiv) in ethanol (50 mL) was heated at reflux for 20 h. The reaction mixture was allowed to cool to 23° C., then concentrated to about half its volume. The white crystals which formed were filtered and washed with cold ethanol (20 mL) to give 2-oxo-1,2-dihydro-[1,7]naphthyridine-3-carboxylic acid ethyl ester (6-3). 1H NMR (400 MHz, CDCl3) δ 12.15 (br s, 1... The reactants are PdCl2(dppf)CH2Cl2, C(C)(C)(C)OC(=O)N1C(CCC1)C=1NC(=CN1)C=1C=CC2=C(COC3=CC(=CC=C23)Br)C1 (2-[5-(3-Bromo-6H-benzo[c]chromen-8-yl)-1H-imidazol-2-yl]-pyrrolidine-1-carboxylic acid tert-butyl ester), C(C)(C)(C)OC(=O)N1C(CCC1)C1=NC2=C(N1)C=C(C=C2)B2OC(C(O2)(C)C)(C)C (2-[6-(4,4,5,5-Tetramethyl-[1,3,2]dioxaborolan-2-yl)-1H-benzoimidazol-2-yl]-pyrrolidine-1-carboxylic acid tert-butyl ester), C([O-])([O-])=O.[K+].[K+] (potassium carbonate). Reagents/catalysts: C=1C=CC(=CC1)[P](C=2C=CC=CC2)(C=3C=CC=CC3)[Pd]([P](C=4C=CC=CC4)(C=5C=CC=CC5)C=6C=CC=CC6)([P](C=7C=CC=CC7)(C=8C=CC=CC8)C=9C=CC=CC9)[P](C=1C=CC=CC1)(C=1C=CC=CC1)C=1C=CC=CC1 (Pd(PPh3)4). Solvent: CCOC(=O)C (EtOAc), COCCOC (DME), O (water). Run at temperature 90 celsius. The product is C(C)(C)(C)OC(=O)N1C(CCC1)C=1NC(=CN1)C=1C=CC2=C(COC3=CC(=CC=C23)C2=CC3=C(N=C(N3)C3N(CCC3)C(=O)OC(C)(C)C)C=C2)C1 (2-(5-{3-[2-(1-t-butoxycarbonyl-pyrrolidin-2-yl)-3H-benzoimidazol-5-yl]-6H-benzo[c]chromen-8-yl}-1H-imidazol-2-yl)-pyrrolidine-1-carboxylic acid tert-butyl ester). Yield: 29.9%. As a reaction SMILES: [C:1]([O:5][C:6]([N:8]1[CH2:12][CH2:11][CH2:10][CH:9]1[C:13]1[NH:14][C:15]([C:18]2[CH:19]=[CH:20][C:21]3[C:30]4[C:25](=[CH:26][C:27](Br)=[CH:28][CH:29]=4)[O:24][CH2:23][C:22]=3[CH:32]=2)=[CH:16][N:17]=1)=[O:7])([CH3:4])([CH3:3])[CH3:2].[C:33]([O:37][C:38]([N:40]1[CH2:44][CH2:43][CH2:42][CH:41]1[C:45]1[NH:49][C:48]2[CH:50]=[C:51](B3OC(C)(C)C(C)(C)O3)[CH:52]=[CH:53][C:47]=2[N:46]=1)=[O:39])([CH3:36])([CH3:35])[CH3:34].C(=O)([O-])[O-].[K+].[K+]>COCCOC.O.CCOC(C)=O.C1C=CC([P]([Pd]([P](C2C=CC=CC=2)(C2C=CC=CC=2)C2C=CC=CC=2)([P](C2C=CC=CC=2)(C2C=CC=CC=2)C2C=CC=CC=2)[P](C2C=CC=CC=2)(C2C=CC=CC=2)C2C=CC=CC=2)(C2C=CC=CC=2)C2C=CC=CC=2)=CC=1>[C:1]([O:5][C:6]([N:8]1[CH2:12][CH2:11][CH2:10][CH:9]1[C:13]1[NH:14][C:15]([C:18]2[CH:19]=[CH:20][C:21]3[C:30]4[C:25](=[CH:26][C:27]([C:51]5[CH:52]=[CH:53][C:47]6[N:46]=[C:45]([CH:41]7[CH2:42][CH2:43][CH2:44][N:40]7[C:38]([O:37][C:33]([CH3:34])([CH3:35])[CH3:36])=[O:39])[NH:49][C:48]=6[CH:50]=5)=[CH:28][CH:29]=4)[O:24][CH2:23][C:22]=3[CH:32]=2)=[CH:16][N:17]=1)=[O:7])([CH3:4])([CH3:3])[CH3:2] |f:2.3.4,^1:85,87,106,125|. Procedure: To the solution of 2-[5-(3-Bromo-6H-benzo[c]chromen-8-yl)-1H-imidazol-2-yl]-pyrrolidine-1-carboxylic acid tert-butyl ester (9 mg, 0.02 mmol) and 2-[6-(4,4,5,5-Tetramethyl-[1,3,2]dioxaborolan-2-yl)-1H-benzoimidazol-2-yl]-pyrrolidine-1-carboxylic acid tert-butyl ester (9.6 mg, 0.02 mmol) in DME (0.75 ml) and water (0.25 ml) was added potassium carbonate (10 mg, 0.07 mmol), followed by Pd(PPh3)4 (2 mg) and PdCl2(dppf)CH2Cl2 (2 mg). The mixture was heated at 90° C. for 6 hours. The mixture was dilut...